From a dataset of the Open Reaction Database (ORD), a public repository of structured organic reaction records. describe an organic reaction: reactants, conditions, products, and yield As a reaction SMILES: [Br-:12].[CH3:1][c:2]1[s:3][c:4]([O:10][CH3:11])[c:5]([CH3:9])[c:6]1[CH2:7][OH:8].[CH3:32][C:33]#[N:34].[c:13]1([PH+:19]([c:20]2[cH:21][cH:22][cH:23][cH:24][cH:25]2)[c:26]2[cH:27][cH:28][cH:29][cH:30][cH:31]2)[cH:14][cH:15][cH:16][cH:17][cH:18]1>>[Br-:12].[CH3:1][c:2]1[s:3][c:4]([O:10][CH3:11])[c:5]([CH3:9])[c:6]1[CH2:7][P+:19]([c:13]1[cH:14][cH:15][cH:16][cH:17][cH:18]1)([c:20]1[cH:21][cH:22][cH:23][cH:24][cH:25]1)[c:26]1[cH:27][cH:28][cH:29][cH:30][cH:31]1. The product is [Br-], COc1sc(C)c(C[P+](c2ccccc2)(c2ccccc2)c2ccccc2)c1C. Reactants: [Br-], COc1sc(C)c(CO)c1C, CC#N, c1ccc([PH+](c2ccccc2)c2ccccc2)cc1. Starting materials: CI, Cc1nc2c([nH]c(=O)c3ccccc32)s1, CN(C)C=O, [H-], [Na+]. Product: Cc1nc2c3ccccc3c(=O)n(C)c2s1. RXN SMILES: [CH3:18][I:19].[CH3:1][c:2]1[s:3][c:4]2[nH:5][c:6](=[O:15])[c:7]3[cH:8][cH:9][cH:10][cH:11][c:12]3[c:13]2[n:14]1.[CH3:20][N:21]([CH3:22])[CH:23]=[O:24].[H-:16].[Na+:17]>>[CH3:1][c:2]1[s:3][c:4]2[n:5]([CH3:18])[c:6](=[O:15])[c:7]3[cH:8][cH:9][cH:10][cH:11][c:12]3[c:13]2[n:14]1. The reactants are C(C1=CC=CC=C1)OC1CC(C(CC1)O)F (4-(benzyloxy)-2-fluorocyclohexanol), CC(C)(C)[Si](C)(C)Cl (TBSCl), N1C=NC=C1 (imidazole), C([O-])(O)=O.[Na+] (sodium bicarbonate). Run in CN(C)C=O (DMF). Yields the product C(C1=CC=CC=C1)OC1CC(C(CC1)O[Si](C)(C)C(C)(C)C)F ({[4-(Benzyloxy)-2-fluorocyclohexyl]oxy}(tert-butyl)dimethylsilane). Reaction SMILES: [CH2:1]([O:8][CH:9]1[CH2:14][CH2:13][CH:12]([OH:15])[CH:11]([F:16])[CH2:10]1)[C:2]1[CH:7]=[CH:6][CH:5]=[CH:4][CH:3]=1.[CH3:17][C:18]([Si:21](Cl)([CH3:23])[CH3:22])([CH3:20])[CH3:19].N1C=CN=C1.C(=O)(O)[O-].[Na+]>CN(C=O)C>[CH2:1]([O:8][CH:9]1[CH2:14][CH2:13][CH:12]([O:15][Si:21]([C:18]([CH3:20])([CH3:19])[CH3:17])([CH3:23])[CH3:22])[CH:11]([F:16])[CH2:10]1)[C:2]1[CH:3]=[CH:4][CH:5]=[CH:6][CH:7]=1 |f:3.4|. Procedure details: To a stirred solution of 4-(benzyloxy)-2-fluorocyclohexanol (3.9 g, 17.4 mmol) in DMF (50 mL) were added TBSCl (3.93 g, 26.1 mmol) and imidazole (1.78 g, 26.1 mmol). The reaction was monitored by TLC. After completion of the reaction, the mixture was treated with sodium bicarbonate solution, and extracted with EtOAc. The combined organics were dried, concentrated, and purified by flash chromatography to afford the title compound.